Dataset: the Open Reaction Database (ORD), a public repository of structured organic reaction records. Task: describe an organic reaction: reactants, conditions, products, and yield Starting materials: CSC(=NC#N)N(N)C (N-cyano-1-methylhydrazinecarboximidothioic acid methyl ester), NCCCOC=1C=C(C=CC1)CN(C)C (3-(3-aminopropoxy)-N,N-dimethylbenzenemethanamine). Product: CN1N=C(N=C1NCCCOC1=CC(=CC=C1)CN(C)C)N (1-Methyl-N5 -[3-[3-[(dimethylamino)methyl]phenoxy]propyl]-1H-1,2,4-triazole-3,5-diamine). Yield: 58.3%. RXN SMILES: CS[C:3]([N:7]([CH3:9])[NH2:8])=[N:4][C:5]#[N:6].[NH2:10][CH2:11][CH2:12][CH2:13][O:14][C:15]1[CH:16]=[C:17]([CH2:21][N:22]([CH3:24])[CH3:23])[CH:18]=[CH:19][CH:20]=1>>[CH3:9][N:7]1[C:3]([NH:10][CH2:11][CH2:12][CH2:13][O:14][C:15]2[CH:20]=[CH:19][CH:18]=[C:17]([CH2:21][N:22]([CH3:23])[CH3:24])[CH:16]=2)=[N:4][C:5]([NH2:6])=[N:8]1. Procedure details: A mixture of N-cyano-1-methylhydrazinecarboximidothioic acid methyl ester (200 mg) and 3-(3-aminopropoxy)-N,N-dimethylbenzenemethanamine (289 mg) was heated at 40° under a reduced pressure of 20 mm of mercury for 4 hours. The reaction mixture was cooled, triturated with ether and the resulting solid recrystallised from ethyl acetate to give the title compound as colourless crystals (246 mg) m.p. 95°-96.5°. Starting materials: CC1(OC(=O)CC(=O)O1)C (meldrum's acid), C(C(C)C)Cl (isobutyl chloride), ClCCl (dichloromethane). Solvent: N1=CC=CC=C1 (pyridine). Reaction conditions: time 1 hour. Product: CC(C(CC(=O)OC(C)(C)C)=O)C (tert-Butyl 4-methyl-3-oxopentanoate). RXN SMILES: [CH3:1][C:2]1([CH3:10])[O:9][C:7](=[O:8])[CH2:6][C:4](=[O:5])O1.[CH2:11](Cl)[CH:12](C)[CH3:13].Cl[CH2:17]Cl>N1C=CC=CC=1>[CH3:11][CH:12]([CH3:13])[C:4](=[O:5])[CH2:6][C:7]([O:9][C:2]([CH3:1])([CH3:10])[CH3:17])=[O:8]. Procedure details: In a mixture of 85 ml of dichloromethane and 40 ml of pyridine was dissolved 33.8 g of meldrum's acid. Under cooling with ice, 25.0 g of isobutyl chloride was added dropwise to the solution, followed by stirring under room temperature for 1 hour. The solvent was removed under reduced pressure and to the residue was added water. The mixture was extracted with ethyl acetate. The extract was washed with 1N hydrochloric acid and dried over anhydrous magnesium sulfate. The solvent was removed under r... Reactants: C#CCOC, CCNCC, O=C(NC1CCCCC1O)c1cnc(Cl)c(-c2ccc(Cl)cc2)c1, I[Cu]I, CN(C)C=O, c1ccc(P(c2ccccc2)c2ccccc2)cc1. The product is COCC#Cc1ncc(C(=O)NC2CCCCC2O)cc1-c1ccc(Cl)cc1. As a reaction SMILES: [CH2:44]([C:45]#[CH:46])[O:47][CH3:48].[CH2:49]([NH:50][CH2:51][CH3:52])[CH3:53].[Cl:1][c:2]1[n:3][cH:4][c:5]([C:6](=[O:7])[NH:8][CH:9]2[CH:10]([OH:15])[CH2:11][CH2:12][CH2:13][CH2:14]2)[cH:16][c:17]1-[c:18]1[cH:19][cH:20][c:21]([Cl:24])[cH:22][cH:23]1.[Cu:59]([I:60])[I:61].[O:54]=[CH:55][N:56]([CH3:57])[CH3:58].[c:25]1([P:26]([c:27]2[cH:28][cH:29][cH:30][cH:31][cH:32]2)[c:33]2[cH:34][cH:35][cH:36][cH:37][cH:38]2)[cH:39][cH:40][cH:41][cH:42][cH:43]1>>[c:2]1([C:46]#[C:45][CH2:44][O:47][CH3:48])[n:3][cH:4][c:5]([C:6](=[O:7])[NH:8][CH:9]2[CH:10]([OH:15])[CH2:11][CH2:12][CH2:13][CH2:14]2)[cH:16][c:17]1-[c:18]1[cH:19][cH:20][c:21]([Cl:24])[cH:22][cH:23]1. Reactants: COc1cc(OC)cc(C(=O)c2cccc(OCc3ccccc3)c2)c1, CCOP(=O)(CC#N)OCC, C1CCOC1, C[Si](C)(C)[N-][Si](C)(C)C, [Li+], COc1cc(OC)cc(C(=CC#N)c2ccc3c(c2)OCCO3)c1. Product: COc1cc(OC)cc(C(=CC#N)c2cccc(OCc3ccccc3)c2)c1. Reaction SMILES: [CH2:1]([c:2]1[cH:3][cH:4][cH:5][cH:6][cH:7]1)[O:8][c:9]1[cH:10][c:11]([C:15](=[O:16])[c:17]2[cH:18][c:19]([O:25][CH3:26])[cH:20][c:21]([O:23][CH3:24])[cH:22]2)[cH:12][cH:13][cH:14]1.[CH2:27]([O:28][P:29](=[O:30])([O:31][CH2:32][CH3:33])[CH2:35][C:36]#[N:37])[CH3:34].[CH2:72]1[O:73][CH2:74][CH2:75][CH2:76]1.[CH3:38][Si:39]([N-:40][Si:41]([CH3:42])([CH3:43])[CH3:44])([CH3:45])[CH3:46].[Li+:47].[O:48]1[c:49]2[cH:50][cH:51][c:52]([C:53]([c:54]3[cH:55][c:56]([O:57][CH3:58])[cH:59][c:60]([O:61][CH3:62])[cH:63]3)=[CH:64][C:65]#[N:66])[cH:67][c:68]2[O:69][CH2:70][CH2:71]1>>[CH2:1]([c:2]1[cH:3][cH:4][cH:5][cH:6][cH:7]1)[O:8][c:9]1[cH:10][c:11]([C:15]([c:17]2[cH:18][c:19]([O:25][CH3:26])[cH:20][c:21]([O:23][CH3:24])[cH:22]2)=[CH:35][C:36]#[N:37])[cH:12][cH:13][cH:14]1. Starting materials: BrC=1N=C2C(=NC1)N(C=C2)S(=O)(=O)C2=CC=CC=C2 (2-bromo-5-(phenylsulfonyl)-5H-pyrrolo[2,3-b]pyrazine), COC=1C=C(C=C(C1)OC)/C=C/B1OC(C(O1)(C)C)(C)C (2-[(E)-2-(3,5-dimethoxyphenyl)vinyl]-4,4,5,5-tetramethyl-1,3,2-dioxaborolane), ClCCl (dichloromethane), P(=O)([O-])([O-])[O-].[K+].[K+].[K+] (potassium phosphate). The reagents and catalysts are Cl[Pd]Cl.C1(=CC=CC=C1)P([C-]1C=CC=C1)C1=CC=CC=C1.[C-]1(C=CC=C1)P(C1=CC=CC=C1)C1=CC=CC=C1.[Fe+2] ([1,1′-bis(diphenylphosphino)ferrocene]-dichloropalladium(II)). The solvent is O1CCOCC1 (1,4-dioxane), O (water). Reaction conditions: temperature 88 celsius, time 1 hour. Product: COC=1C=C(C=C(C1)OC)/C=C/C=1N=C2C(=NC1)N(C=C2)S(=O)(=O)C2=CC=CC=C2 (2-[(E)-2-(3,5-dimethoxyphenyl)vinyl]-5-(phenylsulfonyl)-5H-pyrrolo[2,3-b]pyrazine). Isolated yield 94.9%. Reaction SMILES: Br[C:2]1[N:3]=[C:4]2[CH:10]=[CH:9][N:8]([S:11]([C:14]3[CH:19]=[CH:18][CH:17]=[CH:16][CH:15]=3)(=[O:13])=[O:12])[C:5]2=[N:6][CH:7]=1.[CH3:20][O:21][C:22]1[CH:23]=[C:24](/[CH:30]=[CH:31]/B2OC(C)(C)C(C)(C)O2)[CH:25]=[C:26]([O:28][CH3:29])[CH:27]=1.ClCCl.P([O-])([O-])([O-])=O.[K+].[K+].[K+]>O1CCOCC1.Cl[Pd]Cl.C1(P(C2C=CC=CC=2)[C-]2C=CC=C2)C=CC=CC=1.[C-]1(P(C2C=CC=CC=2)C2C=CC=CC=2)C=CC=C1.[Fe+2].O>[CH3:29][O:28][C:26]1[CH:25]=[C:24](/[CH:30]=[CH:31]/[C:2]2[N:3]=[C:4]3[CH:10]=[CH:9][N:8]([S:11]([C:14]4[CH:19]=[CH:18][CH:17]=[CH:16][CH:15]=4)(=[O:13])=[O:12])[C:5]3=[N:6][CH:7]=2)[CH:23]=[C:22]([O:21][CH3:20])[CH:27]=1 |f:3.4.5.6,8.9.10.11|. Procedure details: A stirred mixture of 2-bromo-5-(phenylsulfonyl)-5H-pyrrolo[2,3-b]pyrazine (929 mg, 2.75 mmol), 2-[(E)-2-(3,5-dimethoxyphenyl)vinyl]-4,4,5,5-tetramethyl-1,3,2-dioxaborolane (from Aldrich, cat#676160, 838 mg, 2.89 mmol), [1,1′-bis(diphenylphosphino)ferrocene]-dichloropalladium(II), complex with dichloromethane (1:1) (140 mg, 0.171 mmol), and potassium phosphate (1.20 g, 5.65 mmol) in 1,4-dioxane (20 mL)/water (9.6 mL) was heated at 88° C. After 1 hour, the reaction mixture was quenched with satura...